From a dataset of the Open Reaction Database (ORD), a public repository of structured organic reaction records. describe an organic reaction: reactants, conditions, products, and yield Reaction SMILES: CC(C)([O-])C.[K+].[Br:7][C:8]1[CH:9]=[CH:10][C:11](F)=[C:12]([C:14]([F:17])([F:16])[F:15])[CH:13]=1.[F:19][C:20]([F:26])([F:25])[C:21]([OH:24])([CH3:23])[CH3:22]>CN1C(=O)N(C)CC1>[Br:7][C:8]1[CH:9]=[CH:10][C:11]([O:24][C:21]([CH3:23])([CH3:22])[C:20]([F:26])([F:25])[F:19])=[C:12]([C:14]([F:17])([F:16])[F:15])[CH:13]=1 |f:0.1|. Starting materials: CC(C)([O-])C.[K+] (Potassium tert-butoxide), BrC=1C=CC(=C(C1)C(F)(F)F)F (5-bromo-2-fluorobenzotrifluoride), FC(C(C)(C)O)(F)F (2-trifluoromethyl-2-propanol). The solvent is CN1CCN(C1=O)C (DMI). Isolated yield 49.7%. Reaction conditions: temperature 100 celsius, time 2 hour. The product is BrC1=CC(=C(C=C1)OC(C(F)(F)F)(C)C)C(F)(F)F (4-bromo-1-(2,2,2-trifluoro-1,1-dimethyl-ethoxy)-2-trifluoromethyl-benzene). Procedure details: Potassium tert-butoxide (236 mg, 2.1 mmol) was added to a solution of 5-bromo-2-fluorobenzotrifluoride (485 mg, 2.0 mmol) and 2-trifluoromethyl-2-propanol (0.24 mL, 2.2 mmol) in DMI (0.5 mL) at room temperature, and the mixture was stirred at 100° C. for two hours. The reaction solution was purified by silica gel column chromatography to give 4-bromo-1-(2,2,2-trifluoro-1,1-dimethyl-ethoxy)-2-trifluoromethyl-benzene (349 mg, 50%). The reactants are C(C1=CC=CC=C1)(=O)C=C(C(=O)O)C (3-(benzoyl)-2-methylacrylic acid), N1[C@H](C(=O)O)CCC1 (L-proline). Yields the product C(C1=CC=CC=C1)(=O)C=C(C(=O)N1[C@H](C(=O)O)CCC1)C (1-[3-benzoyl-2-methylacryloyl]-L-proline). As a reaction SMILES: [C:1]([CH:9]=[C:10]([CH3:14])[C:11]([OH:13])=O)(=[O:8])[C:2]1[CH:7]=[CH:6][CH:5]=[CH:4][CH:3]=1.[NH:15]1[CH2:22][CH2:21][CH2:20][C@H:16]1[C:17]([OH:19])=[O:18]>>[C:1]([CH:9]=[C:10]([CH3:14])[C:11]([N:15]1[CH2:22][CH2:21][CH2:20][C@H:16]1[C:17]([OH:19])=[O:18])=[O:13])(=[O:8])[C:2]1[CH:3]=[CH:4][CH:5]=[CH:6][CH:7]=1. Procedure details: As for Example 8, 3-(benzoyl)-2-methylacrylic acid is coupled to L-proline to give 1-[3-benzoyl-2-methylacryloyl]-L-proline. The preceding compound is reacted with thiolacetic acid in carbontetrachloride to give the product of the example as a glass. Reactants: [Si](C)(C)(C(C)(C)C)OCCOC1=CC=C(C=C1)C12N(C(C=3N(C1)C=CC3)=O)CCN2C(=O)C=2C(=NOC2)C (10a-[4-(2-{[tert-butyl(dimethyl)silyl]oxy}ethoxy)phenyl]-1-[(3-methyl-1,2-oxazol-4-yl)carbonyl]-2,3,10,10a-tetrahydro-1H,5H-imidazo[1,2-a]pyrrolo[1,2-d]pyrazin-5-one), C(C)(=O)O.C1CCOC1.O (acetic acid THF water). The solvent is C(Cl)Cl (CH2Cl2). Run at time 8 hour. The product is OCCOC1=CC=C(C=C1)C12N(C(C=3N(C1)C=CC3)=O)CCN2C(=O)C=2C(=NOC2)C (10a-[4-(2-hydroxyethoxy)phenyl]-1-[(3-methyl-1,2-oxazol-4-yl)carbonyl]-2,3,10,10a-tetrahydro-1H,5H-imidazo[1,2-a]pyrrolo[1,2-d]pyrazin-5-one). Isolated yield 64.3%. RXN SMILES: [Si]([O:8][CH2:9][CH2:10][O:11][C:12]1[CH:17]=[CH:16][C:15]([C:18]23[N:30]([C:31]([C:33]4[C:34]([CH3:38])=[N:35][O:36][CH:37]=4)=[O:32])[CH2:29][CH2:28][N:19]2[C:20](=[O:27])[C:21]2[N:22]([CH:24]=[CH:25][CH:26]=2)[CH2:23]3)=[CH:14][CH:13]=1)(C(C)(C)C)(C)C.C(O)(=O)C.C1COCC1.O>C(Cl)Cl>[OH:8][CH2:9][CH2:10][O:11][C:12]1[CH:13]=[CH:14][C:15]([C:18]23[N:30]([C:31]([C:33]4[C:34]([CH3:38])=[N:35][O:36][CH:37]=4)=[O:32])[CH2:29][CH2:28][N:19]2[C:20](=[O:27])[C:21]2[N:22]([CH:24]=[CH:25][CH:26]=2)[CH2:23]3)=[CH:16][CH:17]=1 |f:1.2.3|. Reported procedure: 10a-[4-(2-{[tert-butyl(dimethyl)silyl]oxy}ethoxy)phenyl]-1-[(3-methyl-1,2-oxazol-4-yl)carbonyl]-2,3,10,10a-tetrahydro-1H,5H-imidazo[1,2-a]pyrrolo[1,2-d]pyrazin-5-one (80 mg, 0.14 mmol) was treated with a 3:1:1 mixture of acetic acid/THF/water (2 mL). The solution was stirred at room temperature overnight. The mixture was then diluted with CH2Cl2 (20 mL) and washed with a saturated aqueous solution of NaHCO3 (3×6 mL). The organic layer was dried (MgSO4), filtered and concentrated in vacuo to give... Yield: 96.0%. Product: CC1=C(C(=O)O)C=CC(=C1OC)C=1C=C2C=NC(=NC2=CC1)N[C@H]1[C@H](CCC1)NC(=O)OC(C)(C)C (methyl 4-(2-(((1R,2S)-2-((tert-butoxycarbonyl)amino)cyclopentyl)amino)quinazolin-6-yl)-3-methoxybenzoic acid). Reaction SMILES: Br[C:2]1[CH:3]=[C:4]2[C:9](=[CH:10][CH:11]=1)[N:8]=[C:7]([NH:12][C@@H:13]1[CH2:17][CH2:16][CH2:15][C@@H:14]1[NH:18][C:19](=[O:25])[O:20][C:21]([CH3:24])([CH3:23])[CH3:22])[N:6]=[CH:5]2.[CH3:26][O:27][C:28]1[CH:29]=[C:30]([CH:34]=[C:35](B2OC(C)(C)C(C)(C)O2)[CH:36]=1)[C:31]([OH:33])=[O:32].P([O-])([O-])([O-])=O.[K+].[K+].[K+].O1CCOC[CH2:55]1.O>CC(P(C(C)(C)C)C1C=CC(N(C)C)=CC=1)(C)C.CC(P(C(C)(C)C)C1C=CC(N(C)C)=CC=1)(C)C.Cl[Pd]Cl>[CH3:55][C:29]1[C:28]([O:27][CH3:26])=[C:36]([C:2]2[CH:3]=[C:4]3[C:9](=[CH:10][CH:11]=2)[N:8]=[C:7]([NH:12][C@@H:13]2[CH2:17][CH2:16][CH2:15][C@@H:14]2[NH:18][C:19]([O:20][C:21]([CH3:22])([CH3:24])[CH3:23])=[O:25])[N:6]=[CH:5]3)[CH:35]=[CH:34][C:30]=1[C:31]([OH:33])=[O:32] |f:2.3.4.5,6.7,8.9.10|. The reagents and catalysts are CC(C)(C)P(C1=CC=C(C=C1)N(C)C)C(C)(C)C.CC(C)(C)P(C1=CC=C(C=C1)N(C)C)C(C)(C)C.Cl[Pd]Cl (Bis(di-tert-butyl(4-dimethylaminophenyl)phosphine)dichloropalladium(II)). The reactants are BrC=1C=C2C=NC(=NC2=CC1)N[C@H]1[C@H](CCC1)NC(OC(C)(C)C)=O (tert-butyl ((1S,2R)-2-((6-bromoquinazolin-2-yl)amino)cyclopentyl)carbamate), COC=1C=C(C(=O)O)C=C(C1)B1OC(C(O1)(C)C)(C)C (3-methoxy-5-(4,4,5,5-tetramethyl-1,3,2-dioxaborolan-2-yl)benzoic acid), P(=O)([O-])([O-])[O-].[K+].[K+].[K+] (potassium phosphate), O1CCOCC1.O (1,4-dioxane water). Reported procedure: A mixture of tert-butyl ((1S,2R)-2-((6-bromoquinazolin-2-yl)amino)cyclopentyl)carbamate (100 mg, 0.25 mmol), 3-methoxy-5-(4,4,5,5-tetramethyl-1,3,2-dioxaborolan-2-yl)benzoic acid (82 mg, 0.29 mmol), Bis(di-tert-butyl(4-dimethylaminophenyl)phosphine)dichloropalladium(II) (9 mg, 0.01 mmol) and potassium phosphate (157 mg, 0.74 mmol) in 1,4-dioxane/water (2.5 mL/0.25 mL) was degassed with nitrogen for 5 min and stirred at 100° C. for 30 min under microwave. The reaction mixture was cooled to room t... Reaction conditions: temperature 100 celsius, time 30 minute. The solvent is CCCCO (n-BuOH), CO (MeOH). Reported procedure: To a stirred solution of 6-chloro-2-fluoropurine (0.4 g, 1 eq, 2.31 mmol) in n-BuOH (25 mL) under an argon atmosphere, cooled to 0° C., was added DIEA (1.13 mL, 2.80 eq, 6.49 mmol) followed by C-pyridin-2-yl-methylamine (0.48 mL, 2.0 eq, 4.66 mmol). The reaction mixture was stirred at 0° C. for 3 h, and then allowed to return to room temperature over 30 min. and stirred at this temperature for 1 h, when TLC (CHCl3:MeOH; 90:10) indicated that the reaction had gone to completion. The solvent was e... Yields the product FC1=NC(=C2N=CNC2=N1)NCC1=NC=CC=C1 ((2-Fluoro-9H-purin-6-yl)-pyridin-2-ylmethyl-amine). As a reaction SMILES: Cl[C:2]1[N:10]=[C:9]([F:11])[N:8]=[C:7]2[C:3]=1[NH:4][CH:5]=[N:6]2.CCN(C(C)C)C(C)C.[N:21]1[CH:26]=[CH:25][CH:24]=[CH:23][C:22]=1[CH2:27][NH2:28].C(Cl)(Cl)Cl>CCCCO.CO>[F:11][C:9]1[N:8]=[C:7]2[C:3]([N:4]=[CH:5][NH:6]2)=[C:2]([NH:28][CH2:27][C:22]2[CH:23]=[CH:24][CH:25]=[CH:26][N:21]=2)[N:10]=1. Reaction conditions: temperature 0 celsius, time 3 hour. Starting materials: CCN(C(C)C)C(C)C (DIEA), C(Cl)(Cl)Cl (CHCl3), ClC1=C2NC=NC2=NC(=N1)F (6-chloro-2-fluoropurine), N1=C(C=CC=C1)CN (C-pyridin-2-yl-methylamine). Reactants: COC(=O)C=1C=CC=C2C=CCSC12 (Methyl-2H-thiochromene-8-carboxylate), PdC. Run in C(C)O (ethanol). The product is COC(=O)C=1C=CC=C2CCCSC12 (Methylthiochroman-8-carboxylate). Yield: 67.6%. Reaction SMILES: [CH3:1][O:2][C:3]([C:5]1[CH:6]=[CH:7][CH:8]=[C:9]2[C:14]=1[S:13][CH2:12][CH:11]=[CH:10]2)=[O:4]>C(O)C>[CH3:1][O:2][C:3]([C:5]1[CH:6]=[CH:7][CH:8]=[C:9]2[C:14]=1[S:13][CH2:12][CH2:11][CH2:10]2)=[O:4]. Procedure details: Methyl-2H-thiochromene-8-carboxylate (1.83 g, 8.88 mmol) was dissolved in ethanol (100 ml) and treated with 10% PdC (1.5 g). The mixture was then hydrogenated at atmospheric pressure at room temperature. After 19 h the reaction mixture was filtered through celite and evaporated under reduced pressure to give a colourless oil which was dried in vacuo to give the title compound (1.25 g, 68%) Reactants: S(O)(O)(=O)=O (sulfuric acid), CC1=NC(=NO1)C=1C=C(C(=O)O)C=CC1 (3-(5-methyl-1,2,4-oxadiazol-3-yl)benzoic acid), CO (methanol), O (water). Yields the product CC1=NC(=NO1)C=1C=C(C(=O)OC)C=CC1 (methyl 3-(5-methyl-1,2,4-oxadiazol-3-yl)benzoate). Reaction SMILES: S(=O)(=O)(O)O.[CH3:6][C:7]1[O:11][N:10]=[C:9]([C:12]2[CH:13]=[C:14]([CH:18]=[CH:19][CH:20]=2)[C:15]([OH:17])=[O:16])[N:8]=1.O.[CH3:22]O>>[CH3:6][C:7]1[O:11][N:10]=[C:9]([C:12]2[CH:13]=[C:14]([CH:18]=[CH:19][CH:20]=2)[C:15]([O:17][CH3:22])=[O:16])[N:8]=1. Procedure details: 7.83 ml (147 mmol) of concentrated sulfuric acid are added to a suspension of 30.0 g (147 mmol) of 3-(5-methyl-1,2,4-oxadiazol-3-yl)benzoic acid in 150 ml of methanol, and the mixture is heated at the boil for 18 hours. The reaction mixture is cooled in an ice bath, water is added, the mixture is filtered off with suction and washed well with water: methyl 3-(5-methyl-1,2,4-oxadiazol-3-yl)benzoate as colourless crystals; m.p. 81° C., ESI 219 (M+H), HPLC: Rt.=2.65 min (method A). The product is FC(C(=O)O)(F)F.COC(CNC([C@@H](NC([C@@H](NC([C@@H](NC([C@@H](N)COCC=C)=O)C(C)C)=O)C(C)C)=O)COCC=C)=O)=O (O-allyl L-seryl L-valyl L-valyl O-allyl L-seryl glycine methyl ester trifluoroacetate). Procedure details: N-tert-butoxycarbonyl O-allyl L-seryl L-valyl L-valyl O-allyl L-seryl glycine methyl ester 22 (SEQ ID NO: 1) (0.734 g, 1.14 mmol) was dissolved in a 50% (v/v) solution of TFA in CH2Cl2 (16 mL). The reaction mixture was stirred for 1 h 30 min before the solvent and bulk of excess TFA were evaporated affording an oil. Addition of Et2O (25 mL) resulted in the precipitation of a white solid. The mixture was centrifuged and the Et2O decanted off. The residue was washed with an additional 2×25 mL Et2O... Yield: 96.0%. Reaction SMILES: [CH3:1][O:2][C:3](=[O:45])[CH2:4][NH:5][C:6](=[O:44])[C@H:7]([CH2:39][O:40][CH2:41][CH:42]=[CH2:43])[NH:8][C:9](=[O:38])[C@H:10]([CH:35]([CH3:37])[CH3:36])[NH:11][C:12](=[O:34])[C@H:13]([CH:31]([CH3:33])[CH3:32])[NH:14][C:15](=[O:30])[C@H:16]([CH2:25][O:26][CH2:27][CH:28]=[CH2:29])[NH:17]C(OC(C)(C)C)=O.CCOCC.[C:51]([OH:57])([C:53]([F:56])([F:55])[F:54])=[O:52]>C(Cl)Cl>[F:54][C:53]([F:56])([F:55])[C:51]([OH:57])=[O:52].[CH3:1][O:2][C:3](=[O:45])[CH2:4][NH:5][C:6](=[O:44])[C@H:7]([CH2:39][O:40][CH2:41][CH:42]=[CH2:43])[NH:8][C:9](=[O:38])[C@H:10]([CH:35]([CH3:36])[CH3:37])[NH:11][C:12](=[O:34])[C@H:13]([CH:31]([CH3:33])[CH3:32])[NH:14][C:15](=[O:30])[C@H:16]([CH2:25][O:26][CH2:27][CH:28]=[CH2:29])[NH2:17] |f:4.5|. Run in C(Cl)Cl (CH2Cl2). Starting materials: C(=O)(C(F)(F)F)O (TFA), CCOCC (Et2O), COC(CNC([C@@H](NC([C@@H](NC([C@@H](NC([C@@H](NC(=O)OC(C)(C)C)COCC=C)=O)C(C)C)=O)C(C)C)=O)COCC=C)=O)=O (N-tert-butoxycarbonyl O-allyl L-seryl L-valyl L-valyl O-allyl L-seryl glycine methyl ester), C(=O)(C(F)(F)F)O (TFA).